This data is from the Open Reaction Database (ORD), a public repository of structured organic reaction records. The task is: describe an organic reaction: reactants, conditions, products, and yield Starting materials: BrC=1N(C2=NC(=NC(=C2N1)N)OC(CCC)C)C1OCCCC1 (8-bromo-2-[(1-methylbutyl)oxy]-9-(tetrahydro-2H-pyran-2-yl)-9H-purin-6-amine), C[O-].[Na+] (sodium methoxide), C[O-].[Na+] (sodium methoxide). Run in [Cl-].[NH4+] (ammonium chloride), CO (MeOH). Conditions: time 90 minute. The product is CC(CCC)OC1=NC(=C2N=C(N(C2=N1)C1OCCCC1)OC)N (2-[(1-Methylbutyl)oxy]-8-methoxy-9-(tetrahydro-2H-pyran-2-yl)-9H-Purin-6-amine). Reaction SMILES: Br[C:2]1[N:3]([CH:18]2[CH2:23][CH2:22][CH2:21][CH2:20][O:19]2)[C:4]2[C:9]([N:10]=1)=[C:8]([NH2:11])[N:7]=[C:6]([O:12][CH:13]([CH3:17])[CH2:14][CH2:15][CH3:16])[N:5]=2.[CH3:24][O-:25].[Na+]>CO.[Cl-].[NH4+]>[CH3:17][CH:13]([O:12][C:6]1[N:5]=[C:4]2[C:9]([N:10]=[C:2]([O:25][CH3:24])[N:3]2[CH:18]2[CH2:23][CH2:22][CH2:21][CH2:20][O:19]2)=[C:8]([NH2:11])[N:7]=1)[CH2:14][CH2:15][CH3:16] |f:1.2,4.5|. Procedure details: To a solution of 8-bromo-2-[(1-methylbutyl)oxy]-9-(tetrahydro-2H-pyran-2-yl)-9H-purin-6-amine (493 mg) in dry MeOH (4.37 mL) was added sodium methoxide solution (0.722 mL, 30% wt. in MeOH) and the mixture was stirred at reflux for 6 h. A further portion of sodium methoxide solution (0.120 mL, 30% wt. in MeOH) was added and the reaction was continued for 90 mins. The reaction was cooled and concentrated in vacuo to give an orange residue. The residue was taken up in saturated ammonium chloride (2... Conditions: temperature -10 celsius, time 30 minute. Reported procedure: In 13 ml of acetic anhydride was suspended 5.0 g of 3,4-diethyoxycarbonyl-6-methyl-2-pyridone, and the suspension was cooled to -10° C., whereto 1.22 ml (2.1 eq.) of fuming nitric acid was added dropwise over 30 minutes. The mixture was stirred for 30 minutes. After 40 ml of water was added, the mixture was stirred overnight at room temperature. The resulting crystals were collected by filtration and dried. The product is C(C)OC(=O)C=1C(NC(=C(C1C(=O)OCC)[N+](=O)[O-])C)=O (3,4-Diethoxycarbonyl-6-methyl-5-nitro-2-pyridone). Reaction SMILES: [CH2:1]([O:3][C:4]([C:6]1[C:7](=[O:18])[NH:8][C:9]([CH3:17])=[CH:10][C:11]=1[C:12]([O:14][CH2:15][CH3:16])=[O:13])=[O:5])[CH3:2].[N+:19]([O-])([OH:21])=[O:20].O>C(OC(=O)C)(=O)C>[CH2:1]([O:3][C:4]([C:6]1[C:7](=[O:18])[NH:8][C:9]([CH3:17])=[C:10]([N+:19]([O-:21])=[O:20])[C:11]=1[C:12]([O:14][CH2:15][CH3:16])=[O:13])=[O:5])[CH3:2]. Starting materials: C(C)OC(=O)C=1C(NC(=CC1C(=O)OCC)C)=O (3,4-diethyoxycarbonyl-6-methyl-2-pyridone), O (water), whereto, [N+](=O)(O)[O-] (nitric acid). Solvent: C(C)(=O)OC(C)=O (acetic anhydride). Starting materials: C(C1=CC=CC=C1)N1C(=C(C2=CC(=CC=C12)C1=CC=C(C=C1)O)C)C (4-(1-benzyl-2,3-dimethyl-1H-indol-5-yl)-phenol), C(=O)([O-])[O-].[K+].[K+] (K2CO3), BrCC(=O)OC (methyl bromoacetate). Run in CC(=O)C (acetone). The product is COC(COC1=CC=C(C=C1)C=1C=C2C(=C(N(C2=CC1)CC1=CC=CC=C1)C)C)=O ([4-(1-Benzyl-2,3-dimethyl-1H-indol-5-yl)-phenoxy]-acetic acid methyl ester), product. Isolated yield 63.6%. RXN SMILES: [CH2:1]([N:8]1[C:16]2[C:11](=[CH:12][C:13]([C:17]3[CH:22]=[CH:21][C:20]([OH:23])=[CH:19][CH:18]=3)=[CH:14][CH:15]=2)[C:10]([CH3:24])=[C:9]1[CH3:25])[C:2]1[CH:7]=[CH:6][CH:5]=[CH:4][CH:3]=1.C([O-])([O-])=O.[K+].[K+].Br[CH2:33][C:34]([O:36][CH3:37])=[O:35]>CC(C)=O>[CH3:37][O:36][C:34](=[O:35])[CH2:33][O:23][C:20]1[CH:19]=[CH:18][C:17]([C:13]2[CH:12]=[C:11]3[C:16](=[CH:15][CH:14]=2)[N:8]([CH2:1][C:2]2[CH:3]=[CH:4][CH:5]=[CH:6][CH:7]=2)[C:9]([CH3:25])=[C:10]3[CH3:24])=[CH:22][CH:21]=1 |f:1.2.3|. Procedure details: The desired product was prepared using a procedure similar to step 1 of example 4. Thus, 4-(1-benzyl-2,3-dimethyl-1H-indol-5-yl)-phenol (0.300 g, 0.916 mmol) was reacted with K2CO3 (0.152 g, 1.099 mmol) and methyl bromoacetate (0.168 g, 1.099 mmol) in acetone (10 ml) to give the product (0.233 g, 0.583 mmol, 64%) as a purple solid, mp 133-136° C. 1H NMR (DMSO-d6) δ 2.24 (s, 3H), 2.28 (s, 3H), 3.71 (s, 3H), 4.82 (s, 2H), 5.39 (s, 2H), 6.98 (d, J=8.6 Hz, 4H), 7.20 (t, J=7.2 Hz, 1H), 7.26-7.29 (m, ... Starting materials: CCC1C=CC2C1CC2(CN)C(C(=O)[O-])C(C)(C)C, O, Cc1ccc(S(=O)(=O)O)cc1, c1ccccc1. Yields the product CCC1C=CC2C1CC2(CN)CC(=O)O, Cc1ccc(S(=O)(=O)O)cc1. RXN SMILES: [C:13]([CH3:14])([CH3:15])([CH3:16])[CH:17]([C:18](=[O:19])[O-:20])[C:21]1([CH2:30][NH2:31])[CH:22]2[CH:23]=[CH:24][CH:25]([CH2:28][CH3:29])[CH:26]2[CH2:27]1.[OH2:1].[c:2]1([CH3:12])[cH:3][cH:4][c:5]([S:8](=[O:9])(=[O:10])[OH:11])[cH:6][cH:7]1.[cH:32]1[cH:33][cH:34][cH:35][cH:36][cH:37]1>>[CH2:17]([C:18](=[O:19])[OH:20])[C:21]1([CH2:30][NH2:31])[CH:22]2[CH:23]=[CH:24][CH:25]([CH2:28][CH3:29])[CH:26]2[CH2:27]1.[c:2]1([CH3:12])[cH:3][cH:4][c:5]([S:8](=[O:9])(=[O:10])[OH:11])[cH:6][cH:7]1. Reactants: C(C=C)(=O)Cl (Acrylic acid chloride), OCCCCCCOC1=CC(=C(C(=O)O)C=C1)F (4-(6-hydroxyhexyloxy)-2-fluorobenzoic acid), CN(C1=CC=CC=C1)C (N,N-dimethylaniline), O1CCCC1 (tetrahydrofuran). Reagents/catalysts: C(CCC)C1=CC(=CC(=C1O)CCCC)C (2,6-dibutyl-p-cresol). The solvent is O (water). Reaction conditions: temperature 60 celsius, time 3 hour. Yields the product C(C=C)(=O)CCCCCCOCCCCCCOC1=CC(=C(C(=O)O)C=C1)F (4-(6-acryloylhexyloxyhexyloxy)-2-fluorobenzoic acid). As a reaction SMILES: [OH:1][CH2:2][CH2:3][CH2:4][CH2:5][CH2:6][CH2:7][O:8][C:9]1[CH:17]=[CH:16][C:12]([C:13]([OH:15])=[O:14])=[C:11]([F:18])[CH:10]=1.CN(C)[C:21]1[CH:26]=[CH:25][CH:24]=[CH:23][CH:22]=1.[O:28]1C[CH2:31][CH2:30][CH2:29]1.C(Cl)(=O)C=C>C(C1C(O)=C(CCCC)C=C(C)C=1)CCC.O>[C:29]([CH2:22][CH2:23][CH2:24][CH2:25][CH2:26][CH2:21][O:1][CH2:2][CH2:3][CH2:4][CH2:5][CH2:6][CH2:7][O:8][C:9]1[CH:17]=[CH:16][C:12]([C:13]([OH:15])=[O:14])=[C:11]([F:18])[CH:10]=1)(=[O:28])[CH:30]=[CH2:31]. Procedure details: Under a nitrogen atmosphere, 4-(6-hydroxyhexyloxy)-2-fluorobenzoic acid (189 g), N,N-dimethylaniline (133 g) and 2,6-dibutyl-p-cresol (0.80 g) were added to tetrahydrofuran (500 mL). Acrylic acid chloride (100 g) was added dropwise thereto, followed by agitating at 60° C. for 3 hours. The reaction solution was poured into water and extracted with ethyl acetate. The organic layer was washed with hydrochloric acid, a saturated sodium hydrogencarbonate aqueous solution and water, and after drying o...